From a dataset of the Open Reaction Database (ORD), a public repository of structured organic reaction records. describe an organic reaction: reactants, conditions, products, and yield Reactants: FC(C(=O)O)(F)F.C(CCC)NC1=NC(=C2N=C(NC2=N1)OC)N (N2-butyl-8-methoxy-9H-purine-2,6-diamine trifluoroacetic acid salt), C([O-])([O-])=O.[K+].[K+] (potassium carbonate), BrCC1OCCCC1 (2-(Bromomethyl)tetrahydro-2H-pyran). Run in C(C)(=O)OCC (ethyl acetate), CN(C=O)C (N,N-dimethylformamide). Reaction conditions: temperature 60 celsius, time 1.5 hour. Product: C(CCC)NC1=NC(=C2N=C(N(C2=N1)CC1OCCCC1)OC)N (N2-Butyl-8-methoxy-9-(tetrahydro-2H-pyran-2-ylmethyl)-9H-purine-2,6-diamine). As a reaction SMILES: FC(F)(F)C(O)=O.[CH2:8]([NH:12][C:13]1[N:21]=[C:20]2[C:16]([N:17]=[C:18]([O:22][CH3:23])[NH:19]2)=[C:15]([NH2:24])[N:14]=1)[CH2:9][CH2:10][CH3:11].C(=O)([O-])[O-].[K+].[K+].Br[CH2:32][CH:33]1[CH2:38][CH2:37][CH2:36][CH2:35][O:34]1>CN(C)C=O.C(OCC)(=O)C>[CH2:8]([NH:12][C:13]1[N:21]=[C:20]2[C:16]([N:17]=[C:18]([O:22][CH3:23])[N:19]2[CH2:32][CH:33]2[CH2:38][CH2:37][CH2:36][CH2:35][O:34]2)=[C:15]([NH2:24])[N:14]=1)[CH2:9][CH2:10][CH3:11] |f:0.1,2.3.4|. Procedure details: To a solution of N2-butyl-8-methoxy-9H-purine-2,6-diamine trifluoroacetic acid salt (400 mg) in dry N,N-dimethylformamide (6 ml) at room temperature and under nitrogen was added potassium carbonate (630 mg) in one go. The reaction was stirred at 60° C. for 1.5 hours and then cooled to 50° C. 2-(Bromomethyl)tetrahydro-2H-pyran (175 μl) was added in one go and the reaction heated to 50° C. overnight and then at 90° C. for 2 hours. The reaction was diluted with ethyl acetate (20 ml) and washed with... The reactants are FC=1C=C(C=C(C1)F)CC(=O)N[C@@H](C)C(=O)O (N-(3,5-Difluorophenylacetyl)-L-alanine), NC1CC(=O)NCC1 (3-amino-δ-valerolactam). Yields the product FC=1C=C(C=C(C1)F)CC(=O)N[C@@H](C)C(=O)NC1CC(=O)NCC1 (3-(N′-(3,5-Difluorophenylacetyl)-L-alaninyl)amino-δ-valerolactam). Reaction SMILES: [F:1][C:2]1[CH:3]=[C:4]([CH2:9][C:10]([NH:12][C@H:13]([C:15]([OH:17])=O)[CH3:14])=[O:11])[CH:5]=[C:6]([F:8])[CH:7]=1.[NH2:18][CH:19]1[CH2:25][CH2:24][NH:23][C:21](=[O:22])[CH2:20]1>>[F:8][C:6]1[CH:5]=[C:4]([CH2:9][C:10]([NH:12][C@H:13]([C:15]([NH:18][CH:19]2[CH2:25][CH2:24][NH:23][C:21](=[O:22])[CH2:20]2)=[O:17])[CH3:14])=[O:11])[CH:3]=[C:2]([F:1])[CH:7]=1. Procedure details: Following General Procedure A and using N-(3,5-difluorophenylacetyl)-L-alanine (Example B) and 3-amino-δ-valerolactam (prepared by the procedure of D. W. Adamson, J. Chem. Soc. 1943, 39), the title compound was prepared. Starting materials: COC(=O)c1nn(-c2cccc(C(F)(F)F)c2)cc(OC)c1=O, CNOC, CCN(C(C)C)C(C)C, ClCCl, Cl. The product is COc1cn(-c2cccc(C(F)(F)F)c2)nc(C(=O)N(C)OC)c1=O. Reaction SMILES: [CH3:15][O:16][c:17]1[c:18](=[O:37])[c:19]([C:33](=[O:34])[O:35][CH3:36])[n:20][n:21](-[c:23]2[cH:24][c:25]([C:29]([F:30])([F:31])[F:32])[cH:26][cH:27][cH:28]2)[cH:22]1.[CH3:2][NH:3][O:4][CH3:5].[CH:6]([N:7]([CH2:8][CH3:9])[CH:10]([CH3:11])[CH3:12])([CH3:13])[CH3:14].[Cl:38][CH2:39][Cl:40].[ClH:1]>>[CH3:2][N:3]([O:4][CH3:5])[C:33]([c:19]1[c:18](=[O:37])[c:17]([O:16][CH3:15])[cH:22][n:21](-[c:23]2[cH:24][c:25]([C:29]([F:30])([F:31])[F:32])[cH:26][cH:27][cH:28]2)[n:20]1)=[O:34]. The reactants are NC1=CC=C(C=C1)O (4-aminophenol), Cl.ClC1=CC=NC=C1 (4-chloropyridine hydrochloride), CC(C)(C)[O-].[K+] (KOtBu), O (H2O). The solvent is CN1CCCN(C1=O)C (DMPU), CN(C)C=O (DMF). Product: N1=CC=C(C=C1)OC1=CC=C(C=C1)N (4-(pyridin-4-yl-oxy)-phenyl-amine). As a reaction SMILES: [NH2:1][C:2]1[CH:7]=[CH:6][C:5]([OH:8])=[CH:4][CH:3]=1.Cl.Cl[C:11]1[CH:16]=[CH:15][N:14]=[CH:13][CH:12]=1.CC([O-])(C)C.[K+].O>CN1C(=O)N(C)CCC1.CN(C=O)C>[N:14]1[CH:15]=[CH:16][C:11]([O:8][C:5]2[CH:6]=[CH:7][C:2]([NH2:1])=[CH:3][CH:4]=2)=[CH:12][CH:13]=1 |f:1.2,3.4|. Procedure details: A solution of 4-aminophenol (15 g, 0.135 mol), 4-chloropyridine hydrochloride (22.5 g, 0.148 mol), and KOtBu (45.8 g, 0.404 mol) in DMPU (208 ml) and DMF (52 ml) is stirred at 100° C. for 24 h, cooled to rt, poured into H2O (0.6 L), and extracted with AcOEt (150 ml, 6×). The combined organic phases are washed with H2O (100 ml, 2×), brine (100 ml, 2×), dried (Na2SO4), concentrated under reduced pressure, and flash chromatographed (silica gel, 4.5×25 cm; AcOEt/hexane=1:9→3:7) to give the title com...